Dataset: the Open Reaction Database (ORD), a public repository of structured organic reaction records. Task: describe an organic reaction: reactants, conditions, products, and yield Reactants: CCN(C(C)C)C(C)C (DIEA), Cl.N1CCC(CC1)C1=CC=C(C=C1)NC=1N=C(N=NC1C(=O)N)N1C[C@@H](CCC1)NC(=O)N1CCCCC1 ((R)-5-(4-(Piperidin-4-yl)phenylamino)-3-(3-(piperidine-1-carboxamido)piperidin-1-yl)-1,2,4-triazine-6-carboxamide hydrochloride), C(C)(=O)OC(C)=O (acetic anhydride). Solvent: CN(C)C=O (DMF). Conditions: time 1 hour. The product is C(C)(=O)N1CCC(CC1)C1=CC=C(C=C1)NC=1N=C(N=NC1C(=O)N)N1C[C@@H](CCC1)NC(=O)N1CCCCC1 ((R)-5-(4-(1-acetylpiperidin-4-yl)phenylamino)-3-(3-(piperidine-1-carboxamido)piperidin-1-yl)-1,2,4-triazine-6-carboxamide). Reaction SMILES: Cl.[NH:2]1[CH2:7][CH2:6][CH:5]([C:8]2[CH:13]=[CH:12][C:11]([NH:14][C:15]3[N:16]=[C:17]([N:24]4[CH2:29][CH2:28][CH2:27][C@@H:26]([NH:30][C:31]([N:33]5[CH2:38][CH2:37][CH2:36][CH2:35][CH2:34]5)=[O:32])[CH2:25]4)[N:18]=[N:19][C:20]=3[C:21]([NH2:23])=[O:22])=[CH:10][CH:9]=2)[CH2:4][CH2:3]1.CCN(C(C)C)C(C)C.[C:48](OC(=O)C)(=[O:50])[CH3:49]>CN(C=O)C>[C:48]([N:2]1[CH2:7][CH2:6][CH:5]([C:8]2[CH:13]=[CH:12][C:11]([NH:14][C:15]3[N:16]=[C:17]([N:24]4[CH2:29][CH2:28][CH2:27][C@@H:26]([NH:30][C:31]([N:33]5[CH2:38][CH2:37][CH2:36][CH2:35][CH2:34]5)=[O:32])[CH2:25]4)[N:18]=[N:19][C:20]=3[C:21]([NH2:23])=[O:22])=[CH:10][CH:9]=2)[CH2:4][CH2:3]1)(=[O:50])[CH3:49] |f:0.1|. Procedure: (R)-5-(4-(Piperidin-4-yl)phenylamino)-3-(3-(piperidine-1-carboxamido)piperidin-1-yl)-1,2,4-triazine-6-carboxamide hydrochloride (494) (70 mg, 0.13 mmol) was dissolved in 4 mL DMF. To it were added DIEA (230 μL, 1.30 mmol) and then acetic anhydride (37 μL, 0.39 mmol). The mixture was stirred at RT for 1 hour, quenched with 0.3 mL TFA, and directly subjected to reverse phase prep HPLC to isolate the title compound, (R)-5-(4-(1-acetylpiperidin-4-yl)phenylamino)-3-(3-(piperidine-1-carboxamido)piperi... Reactants: CC(C)(C)OC(=O)NCCCNCC(=O)Nc1ccc2[nH]c(=O)c3ccccc3c2c1, ClCCl, Cl, C1COCCO1. The product is Cl, NCCCNCC(=O)Nc1ccc2[nH]c(=O)c3ccccc3c2c1. As a reaction SMILES: [C:1]([O:2][C:3](=[O:4])[NH:7][CH2:8][CH2:9][CH2:10][NH:11][CH2:12][C:13]([NH:14][c:15]1[cH:16][c:17]2[c:18]3[cH:19][cH:20][cH:21][cH:22][c:23]3[c:24](=[O:29])[nH:25][c:26]2[cH:27][cH:28]1)=[O:30])([CH3:5])([CH3:6])[CH3:31].[Cl:33][CH2:34][Cl:35].[ClH:32].[O:36]1[CH2:37][CH2:38][O:39][CH2:40][CH2:41]1>>[ClH:32].[NH2:7][CH2:8][CH2:9][CH2:10][NH:11][CH2:12][C:13]([NH:14][c:15]1[cH:16][c:17]2[c:18]3[cH:19][cH:20][cH:21][cH:22][c:23]3[c:24](=[O:29])[nH:25][c:26]2[cH:27][cH:28]1)=[O:30]. Reactants: BrC1=C(C(=C(C2=CC=CC=C12)C1=CC=C(C=C1)Cl)C(C(=O)O)OC(C)(C)C)C (2-(4-bromo-1-(4-chlorophenyl)-3-methylnaphthalen-2-yl)-2-tert-butoxyacetic acid), BrC1=C(C(=C(C2=CC=CC=C12)C1=CC=C(C=C1)Cl)[C@H](C(=O)OC)O)C ((R)-methyl 2-(4-bromo-1-(4-chlorophenyl)-3-methylnaphthalen-2-yl)-2-hydroxyacetate). The product is BrC1=C(C(=C(C2=CC=CC=C12)C1=CC=C(C=C1)Cl)[C@H](C(=O)O)OC(C)(C)C)C ((R)-2-(4-bromo-1-(4-chlorophenyl)-3-methylnaphthalen-2-yl)-2-tert-butoxyacetic acid). RXN SMILES: [Br:1][C:2]1[C:11]2[C:6](=[CH:7][CH:8]=[CH:9][CH:10]=2)[C:5]([C:12]2[CH:17]=[CH:16][C:15]([Cl:18])=[CH:14][CH:13]=2)=[C:4]([CH:19]([O:23][C:24]([CH3:27])([CH3:26])[CH3:25])[C:20]([OH:22])=[O:21])[C:3]=1[CH3:28].BrC1C2C(=CC=CC=2)C(C2C=CC(Cl)=CC=2)=C([C@@H](O)C(OC)=O)C=1C>>[Br:1][C:2]1[C:11]2[C:6](=[CH:7][CH:8]=[CH:9][CH:10]=2)[C:5]([C:12]2[CH:13]=[CH:14][C:15]([Cl:18])=[CH:16][CH:17]=2)=[C:4]([C@@H:19]([O:23][C:24]([CH3:26])([CH3:25])[CH3:27])[C:20]([OH:22])=[O:21])[C:3]=1[CH3:28]. Procedure: (R)-2-(4-Bromo-1-(4-chlorophenyl)-3-methylnaphthalen-2-yl)-2-tert-butoxyacetic acid (150A) was prepared in a similar manner to 2-(4-bromo-1-(4-chlorophenyl)-3-methylnaphthalen-2-yl)-2-tert-butoxyacetic acid of Example 124, except using (R)-methyl 2-(4-bromo-1-(4-chlorophenyl)-3-methylnaphthalen-2-yl)-2-hydroxyacetate, giving the title compound (parent form). 1H NMR (400 MHz, CD3OD) δ 8.38 (d, J=8.6 Hz, 1H), 7.63-7.47 (m, 4H), 7.38-7.20 (m, 3H), 5.30 (s, 1H), 2.69 (s, 3H), 1.00 (s, 9H). LCMS-ESI−... Reactants: O=S(Cl)Cl (SOCl2), IC=1C=C(C(=O)O)C=CC1C(=O)OC (3-iodo-4-(methoxycarbonyl)benzoic acid), N1=CN=CC(=C1)B(O)O (pyrimidin-5-ylboronic acid), C(=O)([O-])[O-].[Na+].[Na+] (Na2CO3), Si-Thiol, Cl (HCl), CCN(C(C)C)C(C)C (DIPEA), FC(OC1=CC=C(N)C=C1)(F)F (4-(trifluoromethoxy)aniline). The reagents and catalysts are Cl[Pd]([P](C1=CC=CC=C1)(C2=CC=CC=C2)C3=CC=CC=C3)([P](C4=CC=CC=C4)(C5=CC=CC=C5)C6=CC=CC=C6)Cl (Pd(PPh3)2Cl2). Run in C1(=CC=CC=C1)C (toluene), CN(C)C=O (DMF), COCCOC (DME), CCO (EtOH), O (water), C1CCOC1 (THF). Conditions: temperature 80 celsius, time 1 hour. Product: N1=CN=CC(=C1)C1=C(C(=O)OC)C=CC(=C1)C(NC1=CC=C(C=C1)OC(F)(F)F)=O (Methyl 2-(pyrimidin-5-yl)-4-((4-(trifluoromethoxy)phenyl)carbamoyl)benzoate). Reaction SMILES: O=S(Cl)Cl.I[C:6]1[CH:7]=[C:8]([CH:12]=[CH:13][C:14]=1[C:15]([O:17][CH3:18])=[O:16])[C:9]([OH:11])=O.CCN(C(C)C)C(C)C.[F:28][C:29]([F:39])([F:38])[O:30][C:31]1[CH:37]=[CH:36][C:34]([NH2:35])=[CH:33][CH:32]=1.Cl.[N:41]1[CH:46]=[C:45](B(O)O)[CH:44]=[N:43][CH:42]=1.C([O-])([O-])=O.[Na+].[Na+]>C1(C)C=CC=CC=1.C1COCC1.Cl[Pd](Cl)([P](C1C=CC=CC=1)(C1C=CC=CC=1)C1C=CC=CC=1)[P](C1C=CC=CC=1)(C1C=CC=CC=1)C1C=CC=CC=1.COCCOC.CCO.O.CN(C=O)C>[N:41]1[CH:46]=[C:45]([C:6]2[CH:7]=[C:8]([C:9](=[O:11])[NH:35][C:34]3[CH:36]=[CH:37][C:31]([O:30][C:29]([F:38])([F:39])[F:28])=[CH:32][CH:33]=3)[CH:12]=[CH:13][C:14]=2[C:15]([O:17][CH3:18])=[O:16])[CH:44]=[N:43][CH:42]=1 |f:6.7.8,^1:70,89|. Procedure details: SOCl2 (1.218 mL, 16.68 mmol) and DMF (208.24 μL) were added dropwise to a suspension of 3-iodo-4-(methoxycarbonyl)benzoic acid (1.0212 g, 3.34 mmol) in toluene (8.37 mL) and the RM was stirred at 80° C. for 1 h. The solvent was evaporated off under reduced pressure and the residue was dissolved in THF (6.27 mL). DIPEA (1.166 mL, 6.67 mmol) was added and the mixture was cooled down to 0° C., treated dropwise with a solution of 4-(trifluoromethoxy)aniline (0.496 mL, 3.67 mmol) in THF was added and...